Dataset: the Open Reaction Database (ORD), a public repository of structured organic reaction records. Task: describe an organic reaction: reactants, conditions, products, and yield Starting materials: ClCCl (dichloromethane), solution, C[O-].[Na+] (sodium methoxide), Cl.NC(=N)N (guanidine hydrochloride), Cl.ClC(=O)C1=CN(C2=CC=CC=C12)C1=CC=NC2=CC(=CC=C12)C(F)(F)F (3-chlorocarbonyl-1-(7-(trifluoromethyl)quinol-4-yl)-1H-indole hydrochloride). Run in O1CCCC1 (tetrahydrofuran), O1CCCC1 (tetrahydrofuran), CO (methanol), CO (methanol). Conditions: temperature 25 celsius, time 1 hour. The product is Cl.N(C(=N)N)C(=O)C1=CN(C2=CC=CC=C12)C1=CC=NC2=CC(=CC=C12)C(F)(F)F (3-Guanidinocarbonyl-1-(7-(trifluoromethyl)quinol-4-yl)-1H-indole hydrochloride). RXN SMILES: C[O-].[Na+].Cl.[NH2:5][C:6]([NH2:8])=[NH:7].[Cl:9]CCl.Cl.Cl[C:14]([C:16]1[C:24]2[C:19](=[CH:20][CH:21]=[CH:22][CH:23]=2)[N:18]([C:25]2[C:34]3[C:29](=[CH:30][C:31]([C:35]([F:38])([F:37])[F:36])=[CH:32][CH:33]=3)[N:28]=[CH:27][CH:26]=2)[CH:17]=1)=[O:15]>CO.O1CCCC1>[ClH:9].[NH:7]([C:14]([C:16]1[C:24]2[C:19](=[CH:20][CH:21]=[CH:22][CH:23]=2)[N:18]([C:25]2[C:34]3[C:29](=[CH:30][C:31]([C:35]([F:37])([F:36])[F:38])=[CH:32][CH:33]=3)[N:28]=[CH:27][CH:26]=2)[CH:17]=1)=[O:15])[C:6]([NH2:8])=[NH:5] |f:0.1,2.3,5.6,9.10|. Reported procedure: 20 cm3 of methanol and 14 cm3 (7 mmol) of a 0.5M solution of sodium methoxide in methanol are added to 0.67 g (7 mmol) of guanidine hydrochloride under an argon atmosphere. After stirring at a temperature in the region of 25° C. for 1 hour, the reaction mixture is concentrated to dryness under reduced pressure (2.7 kPa) and the residue is three times successively dissolved in 20 cm3 of dichloromethane and concentrated to dryness under reduced pressure (2.7 kPa). 40 cm3 of tetrahydrofuran, 40 cm3...